From a dataset of the Open Reaction Database (ORD), a public repository of structured organic reaction records. describe an organic reaction: reactants, conditions, products, and yield Starting materials: C1CCOC1, COC(=O)C(CC=Cc1ccc(N(c2ncccn2)C(C)C)cc1)NC(=O)c1c(Cl)cccc1Cl, [Li+], [OH-], O. The product is CC(C)N(c1ccc(C=CCC(NC(=O)c2c(Cl)cccc2Cl)C(=O)O)cc1)c1ncccn1. RXN SMILES: [CH2:39]1[O:40][CH2:41][CH2:42][CH2:43]1.[CH3:1][O:2][C:3]([CH:4]([CH2:5][CH:6]=[CH:7][c:8]1[cH:9][cH:10][c:11]([N:14]([c:15]2[n:16][cH:17][cH:18][cH:19][n:20]2)[CH:21]([CH3:22])[CH3:23])[cH:12][cH:13]1)[NH:24][C:25]([c:26]1[c:27]([Cl:33])[cH:28][cH:29][cH:30][c:31]1[Cl:32])=[O:34])=[O:35].[Li+:36].[OH-:37].[OH2:38]>>[O:2]=[C:3]([CH:4]([CH2:5][CH:6]=[CH:7][c:8]1[cH:9][cH:10][c:11]([N:14]([c:15]2[n:16][cH:17][cH:18][cH:19][n:20]2)[CH:21]([CH3:22])[CH3:23])[cH:12][cH:13]1)[NH:24][C:25]([c:26]1[c:27]([Cl:33])[cH:28][cH:29][cH:30][c:31]1[Cl:32])=[O:34])[OH:35]. Starting materials: O=C1CCCC(CCC1)C#N (5-Oxo-cyclooctanecarbonitrile), C(C)(=O)[O-].[NH4+] (ammonium acetate), C(#N)[BH3-].[Na+] (sodium cyanoborohydride). Solvent: CO (methanol). Product: NC1CCCC(CCC1)C#N (5-Amino-cyclooctanecarbonitrile). Reaction SMILES: O=[C:2]1[CH2:9][CH2:8][CH2:7][CH:6]([C:10]#[N:11])[CH2:5][CH2:4][CH2:3]1.C([O-])(=O)C.[NH4+].C([BH3-])#[N:18].[Na+]>CO>[NH2:18][CH:2]1[CH2:9][CH2:8][CH2:7][CH:6]([C:10]#[N:11])[CH2:5][CH2:4][CH2:3]1 |f:1.2,3.4|. Procedure: The product of Example 10B (0.259 g, 1.71 mmol), ammonium acetate (1.32 g, 17.14 mmol), and sodium cyanoborohydride (0.43 g, 6.84 mmol) was stirred in methanol (8 mL) for twelve hours. The solvent was evaporated and the residue was partitioned with dichloromethane and water. The organic phase was washed with NaHCO3 solution and brine, dried (Na2SO4), filtered, and evaporated. The crude title compound was used in the following step without further purification. Starting materials: C(C1=CC=CC=C1)NC(C(C(=O)NCC1=CC=CC=C1)NC(=O)OC(C)(C)C)=O (N,N′-dibenzyl-2-(t-butoxycarbonylamino)malonamide), FC(C(=O)O)(F)F (trifluoroacetic acid). Solvent: ClCCl (dichloromethane). Conditions: time 2.5 hour. Product: FC(C(=O)O)(F)F.C(C1=CC=CC=C1)NC(C(C(=O)NCC1=CC=CC=C1)N)=O (N,N′-dibenzyl-2-aminomalonamide trifluoroacetic acid salt). RXN SMILES: [CH2:1]([NH:8][C:9](=[O:29])[CH:10]([NH:21]C(OC(C)(C)C)=O)[C:11]([NH:13][CH2:14][C:15]1[CH:20]=[CH:19][CH:18]=[CH:17][CH:16]=1)=[O:12])[C:2]1[CH:7]=[CH:6][CH:5]=[CH:4][CH:3]=1.[F:30][C:31]([F:36])([F:35])[C:32]([OH:34])=[O:33]>ClCCl>[F:30][C:31]([F:36])([F:35])[C:32]([OH:34])=[O:33].[CH2:14]([NH:13][C:11](=[O:12])[CH:10]([NH2:21])[C:9]([NH:8][CH2:1][C:2]1[CH:3]=[CH:4][CH:5]=[CH:6][CH:7]=1)=[O:29])[C:15]1[CH:16]=[CH:17][CH:18]=[CH:19][CH:20]=1 |f:3.4|. Reported procedure: Combine N,N′-dibenzyl-2-(t-butoxycarbonylamino)malonamide (0.415 g, 1.04 mmol) and dichloromethane (7 mL). Add trifluoroacetic acid (1.0 mL). After 2.5 hours, evaporate in vacuo dry under high vacuum to give the title compound.